Dataset: the Open Reaction Database (ORD), a public repository of structured organic reaction records. Task: describe an organic reaction: reactants, conditions, products, and yield Run in CO (methanol). Product: ClC1=CC=C(CC2=C(C(CC2)(C)C)C(=O)OC)C=C1 (1-(4-chlorobenzyl)-3,3-dimethyl-2-methoxycarbonylcyclopent-1-ene). Procedure: The crude 1-(4-chlorobenzylidene)-3,3-dimethyl-2-methoxycarbonylcyclopentane obtained in Example 2 was refluxed in methanol (20 ml) containing dissolved sodium (0.3 g) for 15 minutes to give 1-(4-chlorobenzyl)-3,3-dimethyl-2-methoxycarbonylcyclopent-1-ene as an oil. Reactants: ClC1=CC=C(C=C2C(C(CC2)(C)C)C(=O)OC)C=C1 (1-(4-chlorobenzylidene)-3,3-dimethyl-2-methoxycarbonylcyclopentane), [Na] (sodium). Reaction SMILES: [Cl:1][C:2]1[CH:19]=[CH:18][C:5]([CH:6]=[C:7]2[CH2:11][CH2:10][C:9]([CH3:13])([CH3:12])[CH:8]2[C:14]([O:16][CH3:17])=[O:15])=[CH:4][CH:3]=1.[Na]>CO>[Cl:1][C:2]1[CH:3]=[CH:4][C:5]([CH2:6][C:7]2[CH2:11][CH2:10][C:9]([CH3:13])([CH3:12])[C:8]=2[C:14]([O:16][CH3:17])=[O:15])=[CH:18][CH:19]=1 |^1:19|. The reactants are C(C)[C@@H]1N(CC[C@@]1(O)CC)C(=O)OCC1=CC=CC=C1 (benzyl (2S,3S)-2,3-diethyl-3-hydroxypyrrolidine-1-carboxylate). The reagents and catalysts are [Pd] (Pd/C). The solvent is O (water). The product is C(C)[C@@H]1NCC[C@@]1(O)CC ((2S,3S)-2,3-diethylpyrrolidin-3-ol), solid. Yield: 94.0%. RXN SMILES: [CH2:1]([C@H:3]1[C@@:7]([CH2:9][CH3:10])([OH:8])[CH2:6][CH2:5][N:4]1C(OCC1C=CC=CC=1)=O)[CH3:2]>[Pd].O>[CH2:1]([C@H:3]1[C@@:7]([CH2:9][CH3:10])([OH:8])[CH2:6][CH2:5][NH:4]1)[CH3:2]. Procedure details: By an operation in the same manner as in Reference Example 4 and using benzyl (2S,3S)-2,3-diethyl-3-hydroxypyrrolidine-1-carboxylate (2.19 g) and 50% water containing-10% Pd/C (0.22 g), the title compound was obtained as a colorless solid (yield: 1.40 g, yield: 94%). Starting materials: C=O (formaldehyde), C(C)(C)(C)C1=C(C=C2CCC3(CCC3)OC2=C1)O (7-tert-butylspiro[chroman-2,1′-cyclobutan]-6-ol), N1CCOCC1 (morpholine). Run in O1CCOCC1 (dioxane). Conditions: temperature 90 celsius, time 2.5 hour. Product: C(C)(C)(C)C1=C(C(=C2CCC3(CCC3)OC2=C1)CN1CCOCC1)O (7-tert-butyl-5-(morpholinomethyl)spiro[chroman-2,1′-cyclobutan]-6-ol). RXN SMILES: [C:1]([C:5]1[CH:17]=[C:16]2[C:8]([CH2:9][CH2:10][C:11]3([O:15]2)[CH2:14][CH2:13][CH2:12]3)=[CH:7][C:6]=1[OH:18])([CH3:4])([CH3:3])[CH3:2].[CH2:19]=O.[NH:21]1[CH2:26][CH2:25][O:24][CH2:23][CH2:22]1>O1CCOCC1>[C:1]([C:5]1[CH:17]=[C:16]2[C:8]([CH2:9][CH2:10][C:11]3([O:15]2)[CH2:14][CH2:13][CH2:12]3)=[C:7]([CH2:19][N:21]2[CH2:26][CH2:25][O:24][CH2:23][CH2:22]2)[C:6]=1[OH:18])([CH3:4])([CH3:2])[CH3:3]. Procedure details: To a suspension of 7-tert-butylspiro[chroman-2,1′-cyclobutan]-6-ol (2.8 g) in dioxane (5 mL) was added an aqueous formaldehyde solution (3.7 mL, 37% in H2O) followed by morpholine (4.0 mL). The reaction was stirred under argon at 90° C. for 2.5 hours, cooled in an ice bath with stirring to precipitate product which was filtered off as a white solid, washed with H20, and air dried to give 7-tert-butyl-5-(morpholinomethyl)spiro[chroman-2,1′-cyclobutan]-6-ol (2.45 g). 1H-NMR (300 MHz, CDCl3) δ=10.7... Starting materials: C[Si](C)(C)C#CC1=CN=C2N1C=CN=C2 (3-((Trimethylsilyl)ethynyl)imidazo[1,2-a]pyrazine), [F-].C(CCC)[N+](CCCC)(CCCC)CCCC (tetrabutylammonium fluoride). Solvent: C1CCOC1 (THF). Conditions: time 15 minute. Yields the product C(#C)C1=CN=C2N1C=CN=C2 (3-Ethynylimidazo[1,2-a]pyrazine). Yield: 77.8%. Reaction SMILES: C[Si]([C:5]#[C:6][C:7]1[N:11]2[CH:12]=[CH:13][N:14]=[CH:15][C:10]2=[N:9][CH:8]=1)(C)C.[F-].C([N+](CCCC)(CCCC)CCCC)CCC>C1COCC1>[C:6]([C:7]1[N:11]2[CH:12]=[CH:13][N:14]=[CH:15][C:10]2=[N:9][CH:8]=1)#[CH:5] |f:1.2|. Procedure details: To a solution of 3-((Trimethylsilyl)ethynyl)imidazo[1,2-a]pyrazine (0.15 g, 0.7 mmol) in 3.5 mL of THF was added 1.05 mL (1.05 mmol) of tetrabutylammonium fluoride (1.0M in THF) at ambient temperature. The solution was stirred for 15 min, concentrated, and the crude product purified by silica gel flash chromatography (eluted with 50% EtOAc/hexanes) to provide 0.078 g of product. Reactants: C(=O)([O-])[O-].[Na+].[Na+] (Na2CO3), CC=1C(=NC=CC1)N([C@H]1CN(CCC1)C(=O)OC(C)(C)C)C(C1=CC=C(C=C1)B1OC(C(O1)(C)C)(C)C)=O (tert-butyl (3R)-3-{(3-methylpyridin-2-yl)[4-(4,4,5,5-tetramethyl-1,3,2-dioxaborolan-2-yl)benzoyl]amino}piperidine-1-carboxylate), IC=1C=NN(C1C#N)C (4-iodo-1-methyl-1H-pyrazole-5-carbonitrile), CC(C)C1=CC(=C(C(=C1)C(C)C)C2=C(C=CC=C2)P(C3CCCCC3)C4CCCCC4)C(C)C (XPhos). Reagents/catalysts: C=1C=CC(=CC1)/C=C/C(=O)/C=C/C2=CC=CC=C2.C=1C=CC(=CC1)/C=C/C(=O)/C=C/C2=CC=CC=C2.C=1C=CC(=CC1)/C=C/C(=O)/C=C/C2=CC=CC=C2.[Pd].[Pd] (Pd2(dba)3). Solvent: O (H2O), CCOC(=O)C (EtOAc), O1CCOCC1 (dioxane). Reaction conditions: temperature 80 celsius, time 8 hour. Yields the product C(#N)C1=C(C=NN1C)C1=CC=C(C(=O)N([C@H]2CN(CCC2)C(=O)OC(C)(C)C)C2=NC=CC=C2C)C=C1 (tert-butyl (3R)-3-{[4-(5-cyano-1-methyl-1H-pyrazol-4-yl)benzoyl](3-methylpyridin-2-yl)amino}piperidine-1-carboxylate). Yield: 73.0%. Reaction SMILES: [CH3:1][C:2]1[C:3]([N:8]([C:22](=[O:38])[C:23]2[CH:28]=[CH:27][C:26](B3OC(C)(C)C(C)(C)O3)=[CH:25][CH:24]=2)[C@@H:9]2[CH2:14][CH2:13][CH2:12][N:11]([C:15]([O:17][C:18]([CH3:21])([CH3:20])[CH3:19])=[O:16])[CH2:10]2)=[N:4][CH:5]=[CH:6][CH:7]=1.I[C:40]1[CH:41]=[N:42][N:43]([CH3:47])[C:44]=1[C:45]#[N:46].CC(C1C=C(C(C)C)C(C2C=CC=CC=2P(C2CCCCC2)C2CCCCC2)=C(C(C)C)C=1)C.C([O-])([O-])=O.[Na+].[Na+]>O1CCOCC1.O.CCOC(C)=O.C1C=CC(/C=C/C(/C=C/C2C=CC=CC=2)=O)=CC=1.C1C=CC(/C=C/C(/C=C/C2C=CC=CC=2)=O)=CC=1.C1C=CC(/C=C/C(/C=C/C2C=CC=CC=2)=O)=CC=1.[Pd].[Pd]>[C:45]([C:44]1[N:43]([CH3:47])[N:42]=[CH:41][C:40]=1[C:26]1[CH:25]=[CH:24][C:23]([C:22]([N:8]([C:3]2[C:2]([CH3:1])=[CH:7][CH:6]=[CH:5][N:4]=2)[C@@H:9]2[CH2:14][CH2:13][CH2:12][N:11]([C:15]([O:17][C:18]([CH3:21])([CH3:20])[CH3:19])=[O:16])[CH2:10]2)=[O:38])=[CH:28][CH:27]=1)#[N:46] |f:3.4.5,9.10.11.12.13|. Procedure: Preparation 24, tert-butyl (3R)-3-{(3-methylpyridin-2-yl)[4-(4,4,5,5-tetramethyl-1,3,2-dioxaborolan-2-yl)benzoyl]amino}piperidine-1-carboxylate (2.67 g, 5.12 mmol), Preparation 21, 4-iodo-1-methyl-1H-pyrazole-5-carbonitrile (1.19 g, 5.12 mmol), Pd2(dba)3 (234 mg, 0.256 mmol), and XPhos (257 mg, 0.512 mmol) were dissolved in dioxane (27 mL) under nitrogen atmosphere. A solution of Na2CO3 (1.63 g, 15.4 mmol) in H2O (3 mL) was added. The reaction was heated at 80° C. for 6 h, then stirred at room t... The reactants are C(C)OC(=O)N1CCN(CC1)C(=O)C(CCC(=O)OC(C)(C)C)NC(=O)OCC1=CC=CC=C1 (4-ethoxycarbonyl-1-(1-(benzyloxycarbonyl)amino-3-(1,1-dimethylethoxycarbonyl)propyl)carbonylpiperazine). The reagents and catalysts are [Pd] (Pd/C). Solvent: CO (MeOH). Conditions: time 1 hour. The product is C(C)OC(=O)N1CCN(CC1)C(=O)C(CCC(=O)OC(C)(C)C)N (4-ethoxycarbonyl-1-(1-amino-3-(1,1-dimethylethoxycarbonyl)propyl)carbonylpiperazine). Isolated yield 86.9%. Reaction SMILES: [CH2:1]([O:3][C:4]([N:6]1[CH2:11][CH2:10][N:9]([C:12]([CH:14]([NH:24]C(OCC2C=CC=CC=2)=O)[CH2:15][CH2:16][C:17]([O:19][C:20]([CH3:23])([CH3:22])[CH3:21])=[O:18])=[O:13])[CH2:8][CH2:7]1)=[O:5])[CH3:2]>CO.[Pd]>[CH2:1]([O:3][C:4]([N:6]1[CH2:7][CH2:8][N:9]([C:12]([CH:14]([NH2:24])[CH2:15][CH2:16][C:17]([O:19][C:20]([CH3:23])([CH3:22])[CH3:21])=[O:18])=[O:13])[CH2:10][CH2:11]1)=[O:5])[CH3:2]. Procedure details: Alternatively, N-benzyloxycarbonyl-L-glutamic acid y-t-butyl ester (34 g, 100 mmol) and EDCI (22 g, 110 mmol), HOBT (15 g, 110 mmol) were combined in 800 mL CH2Cl2 with triethylamine (24 mL, 172 mmol). The resulting reaction mixture was stirred at ambient temperature for 20 minutes, then 1-ethoxycarbonylpiperazine (18 g, 120 mmol) was added. The resulting mixture was stirred at ambient temperature for 15 hours. The reaction mixture was then washed with water, 2N NaHSO4, and brine, then concentra...